The task is: describe an organic reaction: reactants, conditions, products, and yield. This data is from the Open Reaction Database (ORD), a public repository of structured organic reaction records. Starting materials: CCCC[N+](CCCC)(CCCC)CCCC, C1CCOC1, CCOC(C)=O, COc1cc(N2C=CC3C=C(c4ccc(Cl)cc4)SC3C2=O)ccc1O[Si](C(C)C)(C(C)C)C(C)C, [F-]. The product is COc1cc(N2C=CC3C=C(c4ccc(Cl)cc4)SC3C2=O)ccc1O. RXN SMILES: [CH2:38]([N+:39]([CH2:40][CH2:41][CH2:42][CH3:43])([CH2:44][CH2:45][CH2:46][CH3:47])[CH2:48][CH2:49][CH2:50][CH3:51])[CH2:52][CH2:53][CH3:54].[CH2:61]1[O:62][CH2:63][CH2:64][CH2:65]1.[CH3:55][CH2:56][O:57][C:58]([CH3:59])=[O:60].[Cl:1][c:2]1[cH:3][cH:4][c:5]([C:8]2=[CH:9][CH:10]3[CH:11]([C:12](=[O:35])[N:13]([c:16]4[cH:17][c:18]([O:33][CH3:34])[c:19]([O:22][Si:23]([CH:24]([CH3:25])[CH3:26])([CH:27]([CH3:28])[CH3:29])[CH:30]([CH3:31])[CH3:32])[cH:20][cH:21]4)[CH:14]=[CH:15]3)[S:36]2)[cH:6][cH:7]1.[F-:37]>>[Cl:1][c:2]1[cH:3][cH:4][c:5]([C:8]2=[CH:9][CH:10]3[CH:11]([C:12](=[O:35])[N:13]([c:16]4[cH:17][c:18]([O:33][CH3:34])[c:19]([OH:22])[cH:20][cH:21]4)[CH:14]=[CH:15]3)[S:36]2)[cH:6][cH:7]1. The reactants are N1N=CN=C1 (1,2,4-triazole), C(=C)N1C(CCC1)=O (1-vinyl-2-pyrrolidinone), O (water). Run in C(C)(=O)OCC (ethyl acetate). Product: O=C1N(CCC1)C(C)C1=NNC=N1 ([1-(2-oxo-1-pyrrolidinyl)ethyl]1,2,4-triazole). The yield is 63.0%. As a reaction SMILES: [NH:1]1[CH:5]=[N:4][CH:3]=[N:2]1.[CH:6]([N:8]1[CH2:12][CH2:11][CH2:10][C:9]1=[O:13])=[CH2:7].O>C(OCC)(=O)C>[O:13]=[C:9]1[CH2:10][CH2:11][CH2:12][N:8]1[CH:6]([C:5]1[N:4]=[CH:3][NH:2][N:1]=1)[CH3:7]. Procedure: This product is synthesised, in 63% yield, from 1,2,4-triazole and 1-vinyl-2-pyrrolidinone by a similar method described in Example 1. On account of the higher water solubility of this product, ethyl acetate (3×50 ml) is used to extract it from the aqueous phase during washing. The product distils as a pale yellow oil, bp 150°/0.05 mbar.